From a dataset of the Open Reaction Database (ORD), a public repository of structured organic reaction records. describe an organic reaction: reactants, conditions, products, and yield The reactants are BrC=1C=NC(=NC1)C(=O)OCC (ethyl 5-bromopyrimidine-2-carboxylate), FC(C(=O)OC(C(F)(F)F)=O)(F)F (trifluoroacetic anhydride), OO.NC(=O)N (Urea hydrogen peroxide). The solvent is ClCCl (dichloromethane). Run at time 16 hour. Yields the product BrC=1C=NC(=[N+](C1)[O-])C(=O)OCC (5-bromo-2-(ethoxycarbonyl)pyrimidine 1-oxide). Reaction SMILES: [Br:1][C:2]1[CH:3]=[N:4][C:5]([C:8]([O:10][CH2:11][CH3:12])=[O:9])=[N:6][CH:7]=1.FC(F)(F)C(OC(=O)C(F)(F)F)=[O:16].OO.NC(N)=O>ClCCl>[Br:1][C:2]1[CH:7]=[N:6][C:5]([C:8]([O:10][CH2:11][CH3:12])=[O:9])=[N+:4]([O-:16])[CH:3]=1 |f:2.3|. Procedure: To a 0° C. cooled solution of 1-ethyl 5-bromopyrimidine-2-carboxylate (2, 1.5 g, 6.5 mmol) in dichloromethane (30 mL), trifluoroacetic anhydride (13.69 g, 65 mmol) and Urea hydrogen peroxide (6.1 g, 65 mmol) were added. The reaction mixture was stirred at room temperature for 16 h. TLC showed consumption of starting material, the reaction mixture was diluted with water (10 mL) and neutralized with solid sodium bicarbonate. The solution was extracted with dichloromethane (2×40 mL). The organic la...